Dataset: the Open Reaction Database (ORD), a public repository of structured organic reaction records. Task: describe an organic reaction: reactants, conditions, products, and yield The reactants are BrC1=CC=C(C=C1)S(=O)(=O)N1CC=2N(CC3=C1C=CC=C3)C=CC2 (10-[(4-bromophenyl)sulfonyl]-10,11-dihydro-5H-pyrrolo[2,1-c][1,4]benzodiazepine), CN(C1=CC=CC=C1)C (N,N-dimethylaniline), ClC(C(=O)Cl)(Cl)Cl (trichloroacetyl chloride). Solvent: ClCCl (dichloromethane). Run at time 21 hour. Yields the product BrC1=CC=C(C=C1)S(=O)(=O)N1CC=2N(CC3=C1C=CC=C3)C(=CC2)C(C(Cl)(Cl)Cl)=O (1-{10-[(4-Bromophenyl)sulfonyl]-10,11-dihydro-5H-pyrrolo[2,1-c][1,4]benzodiazepin-3-yl}-2,2,2-trichloroethanone). Isolated yield 62.9%. Reaction SMILES: [Br:1][C:2]1[CH:7]=[CH:6][C:5]([S:8]([N:11]2[C:17]3[CH:18]=[CH:19][CH:20]=[CH:21][C:16]=3[CH2:15][N:14]3[CH:22]=[CH:23][CH:24]=[C:13]3[CH2:12]2)(=[O:10])=[O:9])=[CH:4][CH:3]=1.CN(C)C1C=CC=CC=1.[Cl:34][C:35]([Cl:40])([Cl:39])[C:36](Cl)=[O:37]>ClCCl>[Br:1][C:2]1[CH:3]=[CH:4][C:5]([S:8]([N:11]2[C:17]3[CH:18]=[CH:19][CH:20]=[CH:21][C:16]=3[CH2:15][N:14]3[C:22]([C:36](=[O:37])[C:35]([Cl:40])([Cl:39])[Cl:34])=[CH:23][CH:24]=[C:13]3[CH2:12]2)(=[O:9])=[O:10])=[CH:6][CH:7]=1. Reported procedure: To a solution of 10-[(4-bromophenyl)sulfonyl]-10,11-dihydro-5H-pyrrolo[2,1-c][1,4]benzodiazepine of Step A (2.32 g, 5.753 mmol) and N,N-dimethylaniline (1.17 mL, 9.204 mmol) in dry dichloromethane (20 mL) at 0° C. under nitrogen was added dropwise trichloroacetyl chloride (0.96 mL, 8.629 mmol). The ice bath was removed and the reaction mixture stirred at room temperature for 21 hours. The reaction mixture was then washed with 2 M hydrochloric acid (2×100 mL) and water (100 mL), dried over anhydr... Reactants: C(C)(=O)O[C@H]1[C@H](OC2=CC(=CC=C2)Br)SC[C@H]([C@@H]1OC(C)=O)OC(C)=O (3-bromophenyl 2,3,4-tri-O-acetyl-5-thio-β-D-xylopyranoside), VII, CC1(OB(OC1(C)C)C=1C(=NN(C1C)C)C)C (4-(4,4,5,5-tetramethyl-1,3,2-dioxaborolan-2-yl)-1,3,5-trimethyl-1H-pyrazole). Yields the product C(C)(=O)O[C@H]1[C@H](OC2=CC(=CC=C2)C=2C(=NN(C2C)C)C)SC[C@H]([C@@H]1OC(C)=O)OC(C)=O (3-(1,3,5-Trimethyl-1H-pyrazol-4-yl)phenyl 2,3,4-tri-O-acetyl-5-thio-β-D-xylopyranoside). Isolated yield 46.0%. As a reaction SMILES: [C:1]([O:4][C@@H:5]1[C@@H:18]([O:19][C:20](=[O:22])[CH3:21])[C@H:17]([O:23][C:24](=[O:26])[CH3:25])[CH2:16][S:15][C@H:6]1[O:7][C:8]1[CH:13]=[CH:12][CH:11]=[C:10](Br)[CH:9]=1)(=[O:3])[CH3:2].CC1(C)C(C)(C)OB([C:35]2[C:36]([CH3:42])=[N:37][N:38]([CH3:41])[C:39]=2[CH3:40])O1>>[C:1]([O:4][C@@H:5]1[C@@H:18]([O:19][C:20](=[O:22])[CH3:21])[C@H:17]([O:23][C:24](=[O:26])[CH3:25])[CH2:16][S:15][C@H:6]1[O:7][C:8]1[CH:13]=[CH:12][CH:11]=[C:10]([C:35]2[C:36]([CH3:42])=[N:37][N:38]([CH3:41])[C:39]=2[CH3:40])[CH:9]=1)(=[O:3])[CH3:2]. Reported procedure: By carrying out the operation analogously to example 3, starting from 3-bromophenyl 2,3,4-tri-O-acetyl-5-thio-β-D-xylopyranoside, obtained according to preparation VII, and 4-(4,4,5,5-tetramethyl-1,3,2-dioxaborolan-2-yl)-1,3,5-trimethyl-1H-pyrazole, the expected product is obtained in the form of a white solid with a yield of 46%. Reactants: OC1(CCC(CC1)N1CC(C1)NC(=O)CNC(C1=CC(=CC=C1)C(F)(F)F)=O)C1=CN=C(S1)S(=O)(=O)C (N-({1-[4-hydroxy-4-(2-methanesulfonyl-thiazol-5-yl)-cyclohexyl]-azetidin-3-ylcarbamoyl}-methyl)-3-trifluoromethyl-benzamide), C(C)(C)O[Na] (i-PrONa). Product: OC1(CCC(CC1)N1CC(C1)NC(=O)CNC(C1=CC(=CC=C1)C(F)(F)F)=O)C1=CN=C(S1)OC(C)C (N-({1-[4-Hydroxy-4-(2-isopropoxy-thiazol-5-yl)-cyclohexyl]-azetidin-3-ylcarbamoyl}-methyl)-3-trifluoromethyl-benzamide). RXN SMILES: [OH:1][C:2]1([C:29]2[S:33][C:32](S(C)(=O)=O)=[N:31][CH:30]=2)[CH2:7][CH2:6][CH:5]([N:8]2[CH2:11][CH:10]([NH:12][C:13]([CH2:15][NH:16][C:17](=[O:28])[C:18]3[CH:23]=[CH:22][CH:21]=[C:20]([C:24]([F:27])([F:26])[F:25])[CH:19]=3)=[O:14])[CH2:9]2)[CH2:4][CH2:3]1.[CH:38]([O:41][Na])([CH3:40])[CH3:39]>>[OH:1][C:2]1([C:29]2[S:33][C:32]([O:41][CH:38]([CH3:40])[CH3:39])=[N:31][CH:30]=2)[CH2:7][CH2:6][CH:5]([N:8]2[CH2:11][CH:10]([NH:12][C:13]([CH2:15][NH:16][C:17](=[O:28])[C:18]3[CH:23]=[CH:22][CH:21]=[C:20]([C:24]([F:26])([F:25])[F:27])[CH:19]=3)=[O:14])[CH2:9]2)[CH2:4][CH2:3]1. Reported procedure: The title compound was prepared as a white solid from N-({1-[4-hydroxy-4-(2-methanesulfonyl-thiazol-5-yl)-cyclohexyl]-azetidin-3-ylcarbamoyl}-methyl)-3-trifluoromethyl-benzamide (less polar isomer, 47a),and i-PrONa (prepared in situ from IPA and 95% NaH) using the procedure described in Example 52. Starting materials: COC1=CC=C(COC2=C(C(=O)OCC3=CC=C(C=C3)OC)C=CC=C2OCC2=CC=C(C=C2)OC)C=C1 (4-Methoxybenzyl 2,3-Bis(4-methoxybenzyloxy)benzoate). The solvent is O1CCOCC1 (dioxane), [OH-].[Na+] (NaOH). The product is COC1=CC=C(COC2=C(C(=O)O)C=CC=C2OCC2=CC=C(C=C2)OC)C=C1 (2,3-Bis(4-methoxybenzyloxy)benzoic Acid). RXN SMILES: [CH3:1][O:2][C:3]1[CH:38]=[CH:37][C:6]([CH2:7][O:8][C:9]2[C:26]([O:27][CH2:28][C:29]3[CH:34]=[CH:33][C:32]([O:35][CH3:36])=[CH:31][CH:30]=3)=[CH:25][CH:24]=[CH:23][C:10]=2[C:11]([O:13]CC2C=CC(OC)=CC=2)=[O:12])=[CH:5][CH:4]=1>O1CCOCC1.[OH-].[Na+]>[CH3:1][O:2][C:3]1[CH:4]=[CH:5][C:6]([CH2:7][O:8][C:9]2[C:26]([O:27][CH2:28][C:29]3[CH:30]=[CH:31][C:32]([O:35][CH3:36])=[CH:33][CH:34]=3)=[CH:25][CH:24]=[CH:23][C:10]=2[C:11]([OH:13])=[O:12])=[CH:37][CH:38]=1 |f:2.3|. Procedure: A solution of 19 (8.60 g, 16.71 mmol) in dioxane (84 mL) and 2N NaOH (42 mL) was stirred for 24 h at room temperature. The reaction mixture was concentrated in vacuo. The residue was stirred with H2O (100 mL) and then acidified to pH 2 with 1N HCl. The white solid was filtered, washed with hexane, and was recrystallised from EtOAc/hexanes to generate 5.93 g (90%) of 20 as a white crystalline solid, mp 129° C.: 1H NMR δ 3.8 (s, 3H), 3.85 (s, 3H), 5.12 (s, 2H), 5.20 (s, 2H), 6.83 (d, 2H, J=8.8), 6... The reactants are C(CO)(=O)O (glycolic acid), NCP(O)(O)=O (aminomethylphosphonic acid), C(CCC)(=O)O (butyric acid), C(CO)(=O)[O-] (glycolate). Run in aqueous solution. Reaction conditions: temperature 15 celsius, time 6 hour. Product: C(C=O)(=O)[O-] (glyoxylate), C(=O)[O-] (formate), C(C(=O)[O-])(=O)[O-] (oxalate). RXN SMILES: [C:1]([OH:5])(=[O:4])[CH2:2][OH:3].NCP(=O)(O)[OH:9].[C:12]([OH:17])(=[O:16])CCC.[C:18]([O-:22])(=[O:21])[CH2:19][OH:20]>>[C:1]([O-:5])(=[O:4])[CH:2]=[O:3].[CH:12]([O-:17])=[O:16].[C:19]([O-:9])(=[O:20])[C:18]([O-:22])=[O:21]. Procedure: Into a 3 oz. Fischer-Porter glass aerosol reaction vessel was placed a magnetic stirring bar and 10 mL of an aqueous solution containing glycolic acid (0.25M), aminomethylphosphonic acid (AMPA, 0.20M), FMN (0.01 mM), butyric acid (HPLC internal standard, 0.10M), glycolate oxidase (from spinach, 1.0 IU/mL), and catalase (from Aspergillus niger, 14,000 IU/mL) at pH 8.5. The reaction vessel was sealed and the reaction mixture was cooled to 5° C. (instead of 15° C. as described in previous examples)... Reactants: OC(CBr)CCBr, Cl, NC1CCCCC1, O. Yields the product OC1CCN(C2CCCCC2)C1. RXN SMILES: [Br:8][CH2:9][CH:10]([CH2:11][CH2:12][Br:13])[OH:14].[ClH:15].[NH2:1][CH:2]1[CH2:3][CH2:4][CH2:5][CH2:6][CH2:7]1.[OH2:16]>>[N:1]1([CH:2]2[CH2:3][CH2:4][CH2:5][CH2:6][CH2:7]2)[CH2:9][CH:10]([OH:14])[CH2:11][CH2:12]1. Reactants: NC=1NCCC1 (2-amino-pyrroline), C(C)OC=C(C(=O)OCC)C#N (ethyl ethoxy-methylene-cyanoacetate). Solvent: C(C)O (ethanol), C(C)O (ethanol). Yields the product C(#N)C1=CN=C2N(C1=O)CCC2 (3-cyano-4-oxo-4,6,7,8-tetrahydro-pyrrolo[1,2-a]pyrimidine). The yield is 42.5%. RXN SMILES: [NH2:1][C:2]1[NH:3][CH2:4][CH2:5][CH:6]=1.C([O:9][CH:10]=[C:11]([C:17]#[N:18])[C:12](OCC)=O)C>C(O)C>[C:17]([C:11]1[C:10](=[O:9])[N:3]2[CH2:4][CH2:5][CH2:6][C:2]2=[N:1][CH:12]=1)#[N:18]. Reported procedure: 16.8 g. of 2-amino-pyrroline are dissolved in 140 ml. of ethanol and the solution is cooled to -5° C. and under stirring added dropwise to a solution of 33.8 g. of ethyl ethoxy-methylene-cyanoacetate in 250 ml. of ethanol. The reaction mixture is allowed to warm up to room temperature, and boiled for an hour. The reaction is then allowed to crystallize under cooling below 0° C. The precipitated crystals are filtered and thus 13.7 g. (42.5%) of 3-cyano-4-oxo-4,6,7,8-tetrahydro-pyrrolo[1,2-a]pyrim...